Dataset: the Open Reaction Database (ORD), a public repository of structured organic reaction records. Task: describe an organic reaction: reactants, conditions, products, and yield Reactants: N1N=C(C=C1C(=O)O)C=1NN=CC1 (1H,2′H-3,3′-bipyrazole-5-carboxylic acid), N[C@H](CN1N=C(C=C1)C1=CC(=C(C#N)C(=C1)F)Cl)C ((S)-4-(1-(2-aminopropyl)-1H-pyrazol-3-yl)-2-chloro-6-fluorobenzonitrile), CN(C)C=O (DMF). The solvent is O (Water). Product: ClC=1C=C(C=C(C1C#N)F)C1=NN(C=C1)C[C@H](C)NC(=O)C1=CC(=NN1)C=1NN=CC1 ((S)—N-(1-(3-(3-Chloro-4-cyano-5-fluorophenyl)-1H-pyrazol-1-yl)propan-2-yl)-1H,2′H-3,3′-bipyrazole-5-carboxamide). Isolated yield 15.6%. Reaction SMILES: [NH:1]1[C:5]([C:6]([OH:8])=O)=[CH:4][C:3]([C:9]2[NH:10][N:11]=[CH:12][CH:13]=2)=[N:2]1.[NH2:14][C@@H:15]([CH3:32])[CH2:16][N:17]1[CH:21]=[CH:20][C:19]([C:22]2[CH:29]=[C:28]([F:30])[C:25]([C:26]#[N:27])=[C:24]([Cl:31])[CH:23]=2)=[N:18]1.CN(C=O)C>O>[Cl:31][C:24]1[CH:23]=[C:22]([C:19]2[CH:20]=[CH:21][N:17]([CH2:16][C@@H:15]([NH:14][C:6]([C:5]3[NH:1][N:2]=[C:3]([C:9]4[NH:10][N:11]=[CH:12][CH:13]=4)[CH:4]=3)=[O:8])[CH3:32])[N:18]=2)[CH:29]=[C:28]([F:30])[C:25]=1[C:26]#[N:27]. Procedure details: The title compound was prepared using the procedure described in Example 3(h) starting from 1H,2′H-3,3′-bipyrazole-5-carboxylic acid (2.245 mmol, 0.4 g) and (S)-4-(1-(2-aminopropyl)-1H-pyrazol-3-yl)-2-chloro-6-fluorobenzonitrile (1.871 mmol, 0.521 g) and using DMF (10 ml) as the solvent. Water was added to the reaction mixture and the mixture was extracted with EtOAc. The organic phase was washed with 2M Na2CO3, water and brine. The organic phase was dried, filtered and evaporated. The crude pro... Starting materials: [N+](=[N-])=C1[C@@H]2CC[C@H]3[C@@H]4CC[C@@H]([C@@]4(C)CC[C@@H]3[C@]2(CCC1=O)C)O (4-diazo-17β-hydroxy-5α-androstan-3-one), [Cr](=O)(=O)([O-])Cl.[NH+]1=CC=CC=C1 (pyridinium chlorochromate). Product: [N+](=[N-])=C1[C@@H]2CC[C@H]3[C@@H]4CCC([C@@]4(C)CC[C@@H]3[C@]2(CCC1=O)C)=O (4-diazo-5α-androstane-3,17-dione). As a reaction SMILES: [N+:1](=[C:3]1[C:20](=[O:21])[CH2:19][CH2:18][C@@:17]2([CH3:22])[C@H:4]1[CH2:5][CH2:6][C@@H:7]1[C@@H:16]2[CH2:15][CH2:14][C@@:12]2([CH3:13])[C@H:8]1[CH2:9][CH2:10][C@@H:11]2[OH:23])=[N-:2].[Cr](Cl)([O-])(=O)=O.[NH+]1C=CC=CC=1>>[N+:1](=[C:3]1[C:20](=[O:21])[CH2:19][CH2:18][C@@:17]2([CH3:22])[C@H:4]1[CH2:5][CH2:6][C@@H:7]1[C@@H:16]2[CH2:15][CH2:14][C@@:12]2([CH3:13])[C@H:8]1[CH2:9][CH2:10][C:11]2=[O:23])=[N-:2] |f:1.2|. Procedure details: 4-Diazo-17β-hydroxymethyl-5αandrostan-3-one is oxidized with pyridinium chlorochromate according to the procedure described in Example 4 to give 4-diazo-3-oxo-5α-androstane-17β-carboxaldehyde. In a similar manner, 4-diazo-17β-hydroxy-5α-androstan-3-one is oxidized with pyridinium chlorochromate to give 4-diazo-5α-androstane-3,17-dione. Reactants: BrCC(=O)C1=CC=C(C=C1)C(F)(F)F (2-bromo-4′-trifluoromethylacetophenone), C(=O)[O-].[Na+] (sodium formate). Solvent: CO (methanol). Conditions: time 6 hour. The product is OCC(=O)C1=CC=C(C=C1)C(F)(F)F (2-Hydroxy-4′-trifluoromethylacetophenone). Yield: 80.1%. As a reaction SMILES: Br[CH2:2][C:3]([C:5]1[CH:10]=[CH:9][C:8]([C:11]([F:14])([F:13])[F:12])=[CH:7][CH:6]=1)=[O:4].C([O-])=[O:16].[Na+]>CO>[OH:16][CH2:2][C:3]([C:5]1[CH:10]=[CH:9][C:8]([C:11]([F:14])([F:13])[F:12])=[CH:7][CH:6]=1)=[O:4] |f:1.2|. Reported procedure: A mixture of 2-bromo-4′-trifluoromethylacetophenone (40.0 g), sodium formate (40.0 g) and methanol (200 mL) was heated under reflux and stirred for 6 h. The reaction mixture was concentrated and poured into water (500 mL). The precipitated solid was collected by filtration, washed with water and air-dried to give the title compound as crystals (24.5 g, 80%). melting point: 112-114° C. Starting materials: COc1cc2c(cc1O[Si](C)(C)C(C)(C)C)C(=O)CCC2, [Li]CCCC, COc1cc(Br)cc(OC)c1OC. Product: COc1cc2c(cc1O[Si](C)(C)C(C)(C)C)C(O)(c1cc(OC)c(OC)c(OC)c1)CCC2. Reaction SMILES: [C:19]([CH3:20])([CH3:21])([CH3:22])[Si:23]([O:24][c:25]1[c:26]([O:36][CH3:37])[cH:27][c:28]2[c:33]([cH:34]1)[C:32](=[O:35])[CH2:31][CH2:30][CH2:29]2)([CH3:38])[CH3:39].[CH2:1]([Li:2])[CH2:3][CH2:4][CH3:5].[CH3:6][O:7][c:8]1[cH:9][c:10]([Br:18])[cH:11][c:12]([O:16][CH3:17])[c:13]1[O:14][CH3:15]>>[CH3:6][O:7][c:8]1[cH:9][c:10]([C:32]2([OH:35])[CH2:31][CH2:30][CH2:29][c:28]3[cH:27][c:26]([O:36][CH3:37])[c:25]([O:24][Si:23]([C:19]([CH3:20])([CH3:21])[CH3:22])([CH3:38])[CH3:39])[cH:34][c:33]32)[cH:11][c:12]([O:16][CH3:17])[c:13]1[O:14][CH3:15]. Reactants: ClC=1OC(=C(N1)C1=CC(=C(C=C1)Cl)Cl)CCC(=O)OC (methyl 2-chloro-4-(3,4-dichlorophenyl)-5-oxazolepropionate), CC=1NC=CN1 (2-methylimidazole), C([O-])([O-])=O.[K+].[K+] (potassium carbonate), CN(C=O)C (N,N-dimethylformamide). Run in O (water). Run at temperature 120 celsius, time 1 hour. The product is ClC=1C=C(C=CC1Cl)C=1N=C(OC1CCC(=O)OC)N1C(=NC=C1)C (Methyl 4-(3,4-dichlorophenyl)-2-(2-methyl-1-imidazolyl)-5-oxazolepropionate). As a reaction SMILES: Cl[C:2]1[O:3][C:4]([CH2:15][CH2:16][C:17]([O:19][CH3:20])=[O:18])=[C:5]([C:7]2[CH:12]=[CH:11][C:10]([Cl:13])=[C:9]([Cl:14])[CH:8]=2)[N:6]=1.[CH3:21][C:22]1[NH:23][CH:24]=[CH:25][N:26]=1.C(=O)([O-])[O-].[K+].[K+].CN(C)C=O>O>[Cl:14][C:9]1[CH:8]=[C:7]([C:5]2[N:6]=[C:2]([N:23]3[CH:24]=[CH:25][N:26]=[C:22]3[CH3:21])[O:3][C:4]=2[CH2:15][CH2:16][C:17]([O:19][CH3:20])=[O:18])[CH:12]=[CH:11][C:10]=1[Cl:13] |f:2.3.4|. Procedure details: A mixture of methyl 2-chloro-4-(3,4-dichlorophenyl)-5-oxazolepropionate (1.00 g), 2-methylimidazole (0.82 g), potassium carbonate (0.69 g) and N,N-dimethylformamide (20 mL) was stirred at 120° C. for 1 h. The reaction mixture was poured into iced water (100 mL) and the precipitated crystals were collected by filtration, washed with water and then with isopropyl ether and air-dried to give the title compound as crystals. Recrystallization from ethyl acetate-isopropyl ether gave pale-yellow prism ... The reactants are CC(C)(C)OC(=O)c1ccc2c(ccc[n+]2[O-])c1, C1CCOC1, C[Si](C)(C)C(F)(F)F, [Cs+], [F-]. Yields the product [O-][n+]1cccc2ccccc21. As a reaction SMILES: [C:1]([O:2][C:3](=[O:4])[c:8]1[cH:9][c:10]2[cH:11][cH:12][cH:13][n+:14]([O-:18])[c:15]2[cH:16][cH:17]1)([CH3:5])([CH3:6])[CH3:7].[CH2:29]1[O:30][CH2:31][CH2:32][CH2:33]1.[CH3:19][Si:20]([CH3:21])([CH3:22])[C:23]([F:24])([F:25])[F:26].[Cs+:28].[F-:27]>>[cH:8]1[cH:9][c:10]2[cH:11][cH:12][cH:13][n+:14]([O-:18])[c:15]2[cH:16][cH:17]1. Starting materials: BrCc1ccccc1, O=C([O-])[O-], O=C([O-])O, CCNC(=O)c1ccc([N+](=O)[O-])c(O)c1, [K+], [K+], [Na+], CN(C)C=O. Yields the product CCNC(=O)c1ccc([N+](=O)[O-])c(OCc2ccccc2)c1. RXN SMILES: [Br:22][CH2:23][c:24]1[cH:25][cH:26][cH:27][cH:28][cH:29]1.[C:16](=[O:17])([O-:18])[O-:19].[C:35](=[O:36])([O-:37])[OH:38].[CH2:1]([CH3:2])[NH:3][C:4]([c:5]1[cH:6][c:7]([OH:14])[c:8]([N+:11](=[O:12])[O-:13])[cH:9][cH:10]1)=[O:15].[K+:20].[K+:21].[Na+:39].[O:30]=[CH:31][N:32]([CH3:33])[CH3:34]>>[CH2:1]([CH3:2])[NH:3][C:4]([c:5]1[cH:6][c:7]([O:14][CH2:23][c:24]2[cH:25][cH:26][cH:27][cH:28][cH:29]2)[c:8]([N+:11](=[O:12])[O-:13])[cH:9][cH:10]1)=[O:15]. Reactants: ClC=1C=C(C=CC1)CC(N)=N (2-(3-chlorophenyl)ethanimidamide), C(C1=CC=CC=C1)N1CCC(C(CC1)=O)C(=O)OCC (ethyl 1-benzyl-5-oxoazepane-4-carboxylate), C(C)O (Ethanol), [Na] (sodium), [Na] (sodium). Solvent: O (Water). The product is C(C1=CC=CC=C1)N1CCC2=C(CC1)C(NC(=N2)CC2=CC(=CC=C2)Cl)=O (7-Benzyl-2-(3-chlorobenzyl)-3,5,6,7,8,9-hexahydro-4H-pyrimido[4,5-d]azepin-4-one). Yield: 33.0%. RXN SMILES: C(O)C.[Na].[Cl:5][C:6]1[CH:7]=[C:8]([CH2:12][C:13](=[NH:15])[NH2:14])[CH:9]=[CH:10][CH:11]=1.[CH2:16]([N:23]1[CH2:29][CH2:28][C:27](=O)[CH:26]([C:31](OCC)=[O:32])[CH2:25][CH2:24]1)[C:17]1[CH:22]=[CH:21][CH:20]=[CH:19][CH:18]=1>O>[CH2:16]([N:23]1[CH2:24][CH2:25][C:26]2[C:31](=[O:32])[NH:15][C:13]([CH2:12][C:8]3[CH:9]=[CH:10][CH:11]=[C:6]([Cl:5])[CH:7]=3)=[N:14][C:27]=2[CH2:28][CH2:29]1)[C:17]1[CH:22]=[CH:21][CH:20]=[CH:19][CH:18]=1 |^1:3|. Procedure details: Ethanol (30 ml) was cooled in an ice bath then sodium (160 mg, 6.70 mmol) was added, with vigorous stirring. Once the sodium was dissolved, 2-(3-chlorophenyl)ethanimidamide (474 mg, 2.81 mmol) and ethyl 1-benzyl-5-oxoazepane-4-carboxylate (876 mg, 2.81 mmol) was added. The reaction mixture was refluxed, under nitrogen, for 17 h. Water (2 ml) was added to quench the reaction then the reaction mixture was concentrated in vacuo. The residue was partitioned between ethyl acetate (20 ml) and water (2...